Dataset: the Open Reaction Database (ORD), a public repository of structured organic reaction records. Task: describe an organic reaction: reactants, conditions, products, and yield Reactants: C(C)C1=CC(OC2=CC(=C(C=C12)/C(=C(\C(=O)OCC)/F)/C)OC)(C)C (ethyl (2E)-3-(4-ethyl-7-methoxy-2,2-dimethyl-2H-chromen-6-yl)-2-fluoro-but-2-enoate), C(C)C1=CC(OC2=CC(=C(C=C12)/C(=C(\C(=O)OCC)/F)/C)OC)(C)C (ethyl (2E)-3-(4-ethyl-7-methoxy-2,2-dimethyl-2H-chromen-6-yl)-2-fluoro-but-2-enoate), [H-].C(C(C)C)[Al+]CC(C)C (diisobutylaluminum hydride). Solvent: C1CCOC1 (THF). Run at temperature -78 celsius, time 4 hour. Product: C(C)C1=CC(OC2=CC(=C(C=C12)/C(=C(\CO)/F)/C)OC)(C)C ((2E)-3-(4-Ethyl-7-methoxy-2,2-dimethyl-2H-chromen-6-yl)-2-fluoro-but-2-en-1-ol). Reaction SMILES: [CH2:1]([C:3]1[C:12]2[C:7](=[CH:8][C:9]([O:22][CH3:23])=[C:10](/[C:13](/[CH3:21])=[C:14](/[F:20])\[C:15](OCC)=[O:16])[CH:11]=2)[O:6][C:5]([CH3:25])([CH3:24])[CH:4]=1)[CH3:2].[H-].C([Al+]CC(C)C)C(C)C>C1COCC1>[CH2:1]([C:3]1[C:12]2[C:7](=[CH:8][C:9]([O:22][CH3:23])=[C:10](/[C:13](/[CH3:21])=[C:14](/[F:20])\[CH2:15][OH:16])[CH:11]=2)[O:6][C:5]([CH3:24])([CH3:25])[CH:4]=1)[CH3:2] |f:1.2|. Procedure details: To a solution of ethyl (2E)-3-(4-ethyl-7-methoxy-2,2-dimethyl-2H-chromen-6-yl)-2-fluoro-but-2-enoate (Compound 68, 349 mg, 0.96 mmol) in THF (15 mL) under argon at 0° C. was added diisobutylaluminum hydride (1.0 M in hexanes, 2.9 mL, 2.9 mmol). The resulting mixture was stirred at −78° C. for 4 h. The reaction was quenched slowly with saturated NH4Cl, celite, and diluted with diethyl ether. The resulting mixture was stirred at 25° C. for 1 h. The product was filtered through a pad of celite. The... Starting materials: C[S-].[Na+] (Sodium thiomethoxide), aqueous solution, ClC1=C(C#N)C=CC(=C1)C(F)(F)F (2-chloro-4-trifluoromethylbenzonitrile), C[S-].[Na+] (sodium thiomethoxide), aqueous solution. Solvent: CC(=O)C (acetone). Reaction conditions: temperature 32.5 celsius, time 2.5 hour. Product: CSC1=C(C#N)C=CC(=C1)C(F)(F)F (2-methylthio-4-trifluoromethylbenzonitrile). Reaction SMILES: [CH3:1][S-:2].[Na+].Cl[C:5]1[CH:12]=[C:11]([C:13]([F:16])([F:15])[F:14])[CH:10]=[CH:9][C:6]=1[C:7]#[N:8]>CC(C)=O>[CH3:1][S:2][C:5]1[CH:12]=[C:11]([C:13]([F:16])([F:15])[F:14])[CH:10]=[CH:9][C:6]=1[C:7]#[N:8] |f:0.1|. Procedure details: Sodium thiomethoxide (37 g of a 21% aqueous solution, 0.11M) was added during 2 hours to a solution of 2-chloro-4-trifluoromethylbenzonitrile (20.56 g, 0.099M) in acetone (34 g) with stirring at 30-35° C. After a further 2.5 hours at 30-35° C. and 3 hours at 60° C., a further addition of sodium thiomethoxide (3.4 g of a 21% aqueous solution, 0.01M) was made. The mixture was maintained at 60° C. for 2 hours, cooled and the organic phase evaporated to give 2-methylthio-4-trifluoromethylbenzonitril... Starting materials: NC1=C(C(=O)O)C=CC(=C1)Cl (2-amino-4-chlorobenzoic acid), C=1C=CC2=C(C1)N=NN2O (HOBt), CCN(C(C)C)C(C)C (DIEA), CCN=C=NCCCN(C)C (EDCI), N.CO (NH3 MeOH). Solvent: CN(C)C=O (DMF). Conditions: time 4 day. The product is NC1=C(C(=O)N)C=CC(=C1)Cl (2-amino-4-chlorobenzamide). Isolated yield 66.1%. RXN SMILES: [NH2:1][C:2]1[CH:10]=[C:9]([Cl:11])[CH:8]=[CH:7][C:3]=1[C:4](O)=[O:5].C1C=CC2N(O)N=[N:18]C=2C=1.CCN(C(C)C)C(C)C.CCN=C=NCCCN(C)C.N.CO>CN(C=O)C>[NH2:1][C:2]1[CH:10]=[C:9]([Cl:11])[CH:8]=[CH:7][C:3]=1[C:4]([NH2:18])=[O:5] |f:4.5|. Reported procedure: To solution of 2-amino-4-chlorobenzoic acid (4.4 g, 25.8 mmol) in degassed DMF (75 mL) were added successively HOBt (4.19 g, 31 mmol), DIEA (5.4 mL, 31 mmol), EDCI (5.37 g, 28 mmol), and 2N NH3/MeOH (18 mL, 36 mmol), and the solution was stirred at rt for 4 d. The mixture was concentrated under reduced pressure and the residue was partitioned between H2O (200 mL) and DCM (200 mL). The separated aqueous phase was extracted with DCM (2×200 mL) and the combined organic layers were dried over MgSO4,... Reaction conditions: temperature 0 celsius, time 1.5 hour. The product is ClSN(C(OCC)=O)C(C)C (Ethyl (chlorosulfenyl)(1-methylethyl)carbamate). Run in N1=CC=CC=C1 (pyridine), N1=CC=CC=C1 (pyridine). Starting materials: CC(C)NC(OCC)=O (ethyl (1-methylethyl)carbamate), [Cl-] (chloride), S(Cl)Cl (sulfur dichloride). Reaction SMILES: [CH3:1][CH:2]([NH:4][C:5](=[O:9])[O:6][CH2:7][CH3:8])[CH3:3].[Cl-].[S:11](Cl)[Cl:12]>N1C=CC=CC=1>[Cl:12][S:11][N:4]([CH:2]([CH3:3])[CH3:1])[C:5](=[O:9])[O:6][CH2:7][CH3:8]. Yield: 63.2%. Procedure details: To a solution of ethyl (1-methylethyl)carbamate (13.1 g, 0.1 mol) in 100 mlmethylene chloride cooled to 0° C. was added sulfur dichloride (11.3g, 0.11 mol) in one portion. While maintaining the temperature of the mixture at 0° C., pyridine (8.7 g, 0.11 mol) was added dropwise over eleven minutes. After complete addition of the pyridine the temperature was allowed to rise to room temperature and stirring was continued for additional 1.5 hours. The mixture was let stand overnight. Methylene chlori... Reactants: C(C1=CC=CC=C1)N1C(=NC2=C(C1=O)CCC2)CCC (3-benzyl-2-propyl-3,5,6,7-tetrahydro-4H-cyclopenta[d]pyrimidin-4-one), BrBr (Br2). The solvent is CC(=O)O (AcOH). Reaction conditions: temperature 25 celsius, time 8 hour. Yields the product C(C1=CC=CC=C1)N1C(=NC2=C(C1=O)CCC2)C(CC)Br (3-benzyl-2-(1-bromopropyl)-3,5,6,7-tetrahydro-4H-cyclopenta[d]pyrimidin-4-one). Reaction SMILES: [CH2:1]([N:8]1[C:13](=[O:14])[C:12]2[CH2:15][CH2:16][CH2:17][C:11]=2[N:10]=[C:9]1[CH2:18][CH2:19][CH3:20])[C:2]1[CH:7]=[CH:6][CH:5]=[CH:4][CH:3]=1.[Br:21]Br>CC(O)=O>[CH2:1]([N:8]1[C:13](=[O:14])[C:12]2[CH2:15][CH2:16][CH2:17][C:11]=2[N:10]=[C:9]1[CH:18]([Br:21])[CH2:19][CH3:20])[C:2]1[CH:3]=[CH:4][CH:5]=[CH:6][CH:7]=1. Reported procedure: 3-benzyl-2-propyl-3,5,6,7-tetrahydro-4H-cyclopenta[d]pyrimidin-4-one (1-2, 0.52 g, 1.93 mmol) was dissolved in AcOH (3.0 mL) and treated with Br2 neat (0.11 mL, 2.13 mmol). The reaction was stirred overnight at 25° C. and then concentrated. The residue was purified by preparative thin layer chromatography (SiO2, 40% EtOAc/hexanes) to yield 3-benzyl-2-(1-bromopropyl)-3,5,6,7-tetrahydro-4H-cyclopenta[d]pyrimidin-4-one (1-3). 1H NMR (300 MHz, CDCl3) δ 7.33 (m, 4H), 7.26 (d, 1H obscured), 6.15 (d, J... Reactants: N1(CCCC1)CC1NCCSC1 (3-(pyrrolidin-1-ylmethyl)thiomorpholine), CC=1C=C2C(CC(C2=CC1)C(=O)Cl)=O (5-methyl-3-oxoindan-1-carbonyl chloride). Solvent: C(C)N(CC)CC (triethylamine). The product is Cl.CC=1C=C2C(CC(C2=CC1)C(=O)N1C(CSCC1)CN1CCCC1)=O (4-(5-methyl-3-oxoindan-1-carbonyl) 3-(pyrrolidin-1-ylmethyl)thiomorpholine hydrochloride). Yield: 69.2%. As a reaction SMILES: [N:1]1([CH2:6][CH:7]2[CH2:12][S:11][CH2:10][CH2:9][NH:8]2)[CH2:5][CH2:4][CH2:3][CH2:2]1.[CH3:13][C:14]1[CH:15]=[C:16]2[C:20](=[CH:21][CH:22]=1)[CH:19]([C:23]([Cl:25])=[O:24])[CH2:18][C:17]2=[O:26]>C(N(CC)CC)C>[ClH:25].[CH3:13][C:14]1[CH:15]=[C:16]2[C:20](=[CH:21][CH:22]=1)[CH:19]([C:23]([N:8]1[CH2:9][CH2:10][S:11][CH2:12][CH:7]1[CH2:6][N:1]1[CH2:2][CH2:3][CH2:4][CH2:5]1)=[O:24])[CH2:18][C:17]2=[O:26] |f:3.4|. Procedure: The procedure described in Example 24 was repeated but using 0.92 g of 3-(pyrrolidin-1-ylmethyl)thiomorpholine, 1.64 ml of triethylamine and 1.66 g of 5-methyl-3-oxoindan-1-carbonyl chloride, to afford 1.35 g of the title compound, melting at 232°-234° C. Starting materials: Cc1c(OCc2ccccc2)cn2ncnc(Cl)c12, [Cl-], Oc1cnc2[nH]ccc2c1F, [H-], [NH4+], [Na+], CN(C)C=O. The product is Cc1c(OCc2ccccc2)cn2ncnc(Oc3cnc4[nH]ccc4c3F)c12. Reaction SMILES: [CH2:14]([c:15]1[cH:16][cH:17][cH:18][cH:19][cH:20]1)[O:21][c:22]1[c:23]([CH3:32])[c:24]2[c:25]([Cl:31])[n:26][cH:27][n:28][n:29]2[cH:30]1.[Cl-:33].[F:1][c:2]1[c:3]2[c:4]([n:5][cH:6][c:7]1[OH:8])[nH:9][cH:10][cH:11]2.[H-:12].[NH4+:34].[Na+:13].[O:35]=[CH:36][N:37]([CH3:38])[CH3:39]>>[F:1][c:2]1[c:3]2[c:4]([n:5][cH:6][c:7]1[O:8][c:25]1[c:24]3[c:23]([CH3:32])[c:22]([O:21][CH2:14][c:15]4[cH:16][cH:17][cH:18][cH:19][cH:20]4)[cH:30][n:29]3[n:28][cH:27][n:26]1)[nH:9][cH:10][cH:11]2. Reactants: CC=1SC=C(N1)C=1C=C(C=CC1)NC1=NC=CC(N1)=O (2-(3-(2-methylthiazol-4-yl)phenylamino)pyrimidin-4(3H)-one), CN(C1=CC=CC=C1)C (N,N-dimethyl-aniline), P(=O)(Cl)(Cl)Cl (phosphorus oxychloride). Product: ClC1=NC(=NC=C1)NC1=CC(=CC=C1)C=1N=C(SC1)C (4-chloro-N-(3-(2-methylthiazol-4-yl)phenyl)pyrimidin-2-amine). Isolated yield 47.0%. RXN SMILES: [CH3:1][C:2]1[S:3][CH:4]=[C:5]([C:7]2[CH:8]=[C:9]([NH:13][C:14]3[NH:19][C:18](=O)[CH:17]=[CH:16][N:15]=3)[CH:10]=[CH:11][CH:12]=2)[N:6]=1.CN(C)C1C=CC=CC=1.P(Cl)(Cl)([Cl:32])=O>>[Cl:32][C:18]1[CH:17]=[CH:16][N:15]=[C:14]([NH:13][C:9]2[CH:10]=[CH:11][CH:12]=[C:7]([C:5]3[N:6]=[C:2]([CH3:1])[S:3][CH:4]=3)[CH:8]=2)[N:19]=1. Reported procedure: To 2-(3-(2-methylthiazol-4-yl)phenylamino)pyrimidin-4(3H)-one, 11, (1.0 g, 3.5 mmol) and N,N-dimethyl-aniline (1 mL) is added phosphorus oxychloride (9.5 mL). The resulting mixture is heated to reflux for 15 minutes, cooled to room temperature and concentrated in vacuo. The residue is neutralized to pH 7 with 1M NaOH (aqueous). The organic layer is extracted with ethyl acetate (3×50 mL). The combined organic layers are dried (MgSO4) and concentrated in vacuo. The residue is purified over silica ... Reaction SMILES: [CH3:19][C:20]1([CH3:36])[c:21]2[cH:22][cH:23][c:24]([CH2:32][C:33](=[O:34])[Cl:35])[cH:25][c:26]2[C:27]([CH3:30])([CH3:31])[CH2:28][CH2:29]1.[OH:1][c:2]1[c:3]([C:4](=[O:5])[O:6][CH2:7][c:8]2[cH:9][cH:10][cH:11][cH:12][cH:13]2)[cH:14][cH:15][c:16]([OH:18])[cH:17]1>>[OH:1][c:2]1[c:3]([C:4](=[O:5])[O:6][CH2:7][c:8]2[cH:9][cH:10][cH:11][cH:12][cH:13]2)[cH:14][cH:15][c:16]([O:18][C:33]([CH2:32][c:24]2[cH:23][cH:22][c:21]3[c:26]([cH:25]2)[C:27]([CH3:30])([CH3:31])[CH2:28][CH2:29][C:20]3([CH3:19])[CH3:36])=[O:34])[cH:17]1. The reactants are CC1(C)CCC(C)(C)c2cc(CC(=O)Cl)ccc21, O=C(OCc1ccccc1)c1ccc(O)cc1O. The product is CC1(C)CCC(C)(C)c2cc(CC(=O)Oc3ccc(C(=O)OCc4ccccc4)c(O)c3)ccc21.